From a dataset of the Open Reaction Database (ORD), a public repository of structured organic reaction records. describe an organic reaction: reactants, conditions, products, and yield The reactants are O=C1OCC2=NC(=CC=C21)C=O (5-oxo-5,7-dihydro-furo[3,4-b]pyridine-2-carbaldehyde), C(C)NCC (diethylamine), C(=O)(O)[O-].[Na+] (NaHCO3), C(C)(=O)O[BH-](OC(C)=O)OC(C)=O.[Na+] (sodium triacetoxyborohydride). Solvent: ClC(C)Cl (dichloroethane). Conditions: time 1.5 hour. The product is C(C)N(CC)CC1=CC=C2C(=N1)COC2=O (2-Diethylaminomethyl-7H-furo[3,4-b]pyridin-5-one). Isolated yield 60.1%. As a reaction SMILES: [O:1]=[C:2]1[C:10]2[C:5](=[N:6][C:7]([CH:11]=O)=[CH:8][CH:9]=2)[CH2:4][O:3]1.[CH2:13]([NH:15][CH2:16][CH3:17])[CH3:14].C(O[BH-](OC(=O)C)OC(=O)C)(=O)C.[Na+].C([O-])(O)=O.[Na+]>ClC(Cl)C>[CH2:13]([N:15]([CH2:11][C:7]1[N:6]=[C:5]2[CH2:4][O:3][C:2](=[O:1])[C:10]2=[CH:9][CH:8]=1)[CH2:16][CH3:17])[CH3:14] |f:2.3,4.5|. Procedure details: A solution of 5-oxo-5,7-dihydro-furo[3,4-b]pyridine-2-carbaldehyde (110 mg, 0.68 mmol) in dichloroethane (4 mL) is treated with diethylamine (75 μL, 0.68 mmol) followed by the addition of sodium triacetoxyborohydride (200 mg, 0.94 mmol). The reaction mixture is stirred at room temperature for 1.5 h. and then treated with saturated aqueous NaHCO3 solution. The aqueous layer is extracted twice with EtOAc (2×). The combined organic extracts are dried, and concentrated. The residue is chromatographe... Reactants: Cc1cccc(CC(OS(C)(=O)=O)C(C)(C)Oc2ccc(C#N)cc2)[n+]1[O-], CC(C)O, [H-], [Na+]. Product: Cc1cccc(C=CC(C)(C)Oc2ccc(C#N)cc2)[n+]1[O-]. Reaction SMILES: [C:1](#[N:2])[c:3]1[cH:4][cH:5][c:6]([O:7][C:8]([CH:9]([CH2:10][c:11]2[n+:12]([O-:18])[c:13]([CH3:17])[cH:14][cH:15][cH:16]2)[O:19][S:20]([CH3:21])(=[O:22])=[O:23])([CH3:24])[CH3:25])[cH:26][cH:27]1.[CH:30]([OH:31])([CH3:32])[CH3:33].[H-:28].[Na+:29]>>[C:1](#[N:2])[c:3]1[cH:4][cH:5][c:6]([O:7][C:8]([CH:9]=[CH:10][c:11]2[n+:12]([O-:18])[c:13]([CH3:17])[cH:14][cH:15][cH:16]2)([CH3:24])[CH3:25])[cH:26][cH:27]1.